From a dataset of the Open Reaction Database (ORD), a public repository of structured organic reaction records. describe an organic reaction: reactants, conditions, products, and yield Starting materials: C(CCCCCCCCCCCCCCC)NC1=CC=C(C(=O)[O-])C=C1.[Na+] (sodium 4-(n-hexadecylamino)benzoate), ClCCCCO (4-chloro-1-butanol), CN(P(=O)(N(C)C)N(C)C)C (hexamethylphosphoramide). Solvent: O (water). Reaction conditions: temperature 150 celsius, time 2 hour. The product is C(CCCCCCCCCCCCCCC)NC1=CC=C(C(=O)OCCCCO)C=C1 (4-hydroxybutyl 4-(n-hexadecylamino)benzoate). RXN SMILES: [CH2:1]([NH:17][C:18]1[CH:26]=[CH:25][C:21]([C:22]([O-:24])=[O:23])=[CH:20][CH:19]=1)[CH2:2][CH2:3][CH2:4][CH2:5][CH2:6][CH2:7][CH2:8][CH2:9][CH2:10][CH2:11][CH2:12][CH2:13][CH2:14][CH2:15][CH3:16].[Na+].Cl[CH2:29][CH2:30][CH2:31][CH2:32][OH:33].CN(C)P(N(C)C)(N(C)C)=O>O>[CH2:1]([NH:17][C:18]1[CH:19]=[CH:20][C:21]([C:22]([O:24][CH2:29][CH2:30][CH2:31][CH2:32][OH:33])=[O:23])=[CH:25][CH:26]=1)[CH2:2][CH2:3][CH2:4][CH2:5][CH2:6][CH2:7][CH2:8][CH2:9][CH2:10][CH2:11][CH2:12][CH2:13][CH2:14][CH2:15][CH3:16] |f:0.1|. Procedure details: A mixture of 7.66 g of sodium 4-(n-hexadecylamino)benzoate, 7.55 g of 4-chloro-1-butanol, and 20.0 ml of hexamethylphosphoramide is stirred at 150° C. for two hours, allowed to cool, and poured into water. The solid is collected by filtration and then is dissolved in methylene chloride. The solution is washed with water, dried, and evaporated. The residual solid is crystallized from hexane to yield 4-hydroxybutyl 4-(n-hexadecylamino)benzoate as a white solid, mp 61°-63° C. The reactants are [C-]#N, CCOP(=O)(C#N)OCC, C1CCOC1, COc1cc2c(cc1C)CCC2=O, [Cl-], [Li+], [Na+], O. RXN SMILES: [C-:24]#[N:25].[C:14](#[N:15])[P:16](=[O:17])([O:18][CH2:19][CH3:20])[O:21][CH2:22][CH3:23].[CH2:29]1[O:30][CH2:31][CH2:32][CH2:33]1.[CH3:1][O:2][c:3]1[c:4]([CH3:13])[cH:5][c:6]2[c:10]([cH:11]1)[C:9](=[O:12])[CH2:8][CH2:7]2.[Cl-:28].[Li+:26].[Na+:27].[OH2:34]>>[CH3:1][O:2][c:3]1[c:4]([CH3:13])[cH:5][c:6]2[c:10]([cH:11]1)[C:9]([C:14]#[N:15])=[CH:8][CH2:7]2. Yields the product COc1cc2c(cc1C)CC=C2C#N. Reactants: C(C)(C)(C)OC(=O)N1CC2=CC=C(C=C2C(C1)O)OCC1=CC=CC=C1 (6-benzyloxy-4-hydroxy-3,4-dihydro-1H-isoquinoline-2-carboxylic acid tert-butyl ester), CC(=O)OI1(C=2C=CC=CC2C(=O)O1)(OC(=O)C)OC(=O)C (Dess-Martin periodinane). Solvent: O (water), C(Cl)Cl (DCM). Yields the product C(C)(C)(C)OC(=O)N1CC2=CC=C(C=C2C(C1)=O)OCC1=CC=CC=C1 (6-Benzyloxy-4-oxo-3,4-dihydro-1H-isoquinoline-2-carboxylic acid tert-butyl ester). RXN SMILES: [C:1]([O:5][C:6]([N:8]1[CH2:17][CH:16]([OH:18])[C:15]2[C:10](=[CH:11][CH:12]=[C:13]([O:19][CH2:20][C:21]3[CH:26]=[CH:25][CH:24]=[CH:23][CH:22]=3)[CH:14]=2)[CH2:9]1)=[O:7])([CH3:4])([CH3:3])[CH3:2].CC(OI1(OC(C)=O)(OC(C)=O)OC(=O)C2C=CC=CC1=2)=O>C(Cl)Cl.O>[C:1]([O:5][C:6]([N:8]1[CH2:17][C:16](=[O:18])[C:15]2[C:10](=[CH:11][CH:12]=[C:13]([O:19][CH2:20][C:21]3[CH:26]=[CH:25][CH:24]=[CH:23][CH:22]=3)[CH:14]=2)[CH2:9]1)=[O:7])([CH3:4])([CH3:2])[CH3:3]. Procedure details: To 500 mg (1.41 mmol) 6-benzyloxy-4-hydroxy-3,4-dihydro-1H-isoquinoline-2-carboxylic acid tert-butyl ester (example XL) in 8 mL DCM are added 618 mg (1.41 mmol) Dess-Martin periodinane and stirred at r.t. over night. After that time, the reaction mixture is diluted with water and extracted with DCM. The organic layer is concentrated by evaporation and the residue is purified by HPLC (ACN/H2O/HCOOH). Reactants: COC(=O)CCBr, O=C([O-])[O-], c1ccc(Cc2ccc(OCC3CCCN3)cc2)cc1, [K+], [K+], CN(C)C=O, O. Yields the product COC(=O)CCN1CCCC1COc1ccc(Cc2ccccc2)cc1. Reaction SMILES: [Br:26][CH2:27][CH2:28][C:29](=[O:30])[O:31][CH3:32].[C:33](=[O:34])([O-:35])[O-:36].[CH2:1]([c:2]1[cH:3][cH:4][cH:5][cH:6][cH:7]1)[c:8]1[cH:9][cH:10][c:11]([O:12][CH2:13][CH:14]2[NH:15][CH2:16][CH2:17][CH2:18]2)[cH:19][cH:20]1.[K+:37].[K+:38].[O:21]=[CH:22][N:23]([CH3:24])[CH3:25].[OH2:39]>>[CH2:1]([c:2]1[cH:3][cH:4][cH:5][cH:6][cH:7]1)[c:8]1[cH:9][cH:10][c:11]([O:12][CH2:13][CH:14]2[N:15]([CH2:27][CH2:28][C:29](=[O:30])[O:31][CH3:32])[CH2:16][CH2:17][CH2:18]2)[cH:19][cH:20]1. Reactants: C(CC)SC=1N(C(C2=C(N1)C(NC=C2)=O)=O)C2=CC=C(C=C2)OCC(F)(F)F (2-(propylsulfanyl)-3-[4-(2,2,2-trifluoroethoxy)phenyl]-3,7-dihydropyrido[3,4-d]pyrimidine-4,8-dione), [O-]CC.[Na+] (sodium ethoxide). Solvent: [Cl-].[Na+].O (brine), CN(C=O)C (N,N-dimethylformamide). Run at temperature 60 celsius, time 4 hour. The product is C(C)OC=1N(C(C2=C(N1)C(NC=C2)=O)=O)C2=CC=C(C=C2)OCC(F)(F)F (2-ethoxy-3-[4-(2,2,2-trifluoroethoxy)phenyl]-3,7-dihydropyrido[3,4-d]pyrimidine-4,8-dione). RXN SMILES: C(S[C:5]1[N:6]([C:17]2[CH:22]=[CH:21][C:20]([O:23][CH2:24][C:25]([F:28])([F:27])[F:26])=[CH:19][CH:18]=2)[C:7](=[O:16])[C:8]2[CH:14]=[CH:13][NH:12][C:11](=[O:15])[C:9]=2[N:10]=1)CC.[O-:29][CH2:30][CH3:31].[Na+]>CN(C)C=O.[Cl-].[Na+].O>[CH2:30]([O:29][C:5]1[N:6]([C:17]2[CH:22]=[CH:21][C:20]([O:23][CH2:24][C:25]([F:27])([F:28])[F:26])=[CH:19][CH:18]=2)[C:7](=[O:16])[C:8]2[CH:14]=[CH:13][NH:12][C:11](=[O:15])[C:9]=2[N:10]=1)[CH3:31] |f:1.2,4.5.6|. Procedure details: To a solution of 2-(propylsulfanyl)-3-[4-(2,2,2-trifluoroethoxy)phenyl]-3,7-dihydropyrido[3,4-d]pyrimidine-4,8-dione (535 mg) in N,N-dimethylformamide (5 ml) was added sodium ethoxide (20% ethanol solution, 0.863 ml), and the mixture was stirred at 60° C. for 4 hr. The reaction mixture was allowed to be cooled to room temperature, saturated brine was added thereto, and the mixture was extracted with ethyl acetate. The extract was washed with saturated brine, and dried over anhydrous magnesium su...